From a dataset of the Open Reaction Database (ORD), a public repository of structured organic reaction records. describe an organic reaction: reactants, conditions, products, and yield Starting materials: C([O-])([O-])=O.[K+].[K+] (Potassium carbonate), N1=C(Cl)N=C(Cl)N=C1Cl (cyanuric chloride), FC(C=1C=C(N)C=CC1F)(F)F (3-Trifluoromethyl-4-fluoroaniline). Solvent: O (water), C1CCOC1 (THF). Run at temperature 2.5 celsius. Yields the product ClC1=NC(=NC(=N1)Cl)NC1=CC(=C(C=C1)F)C(F)(F)F ((4,6-Dichloro-[1,3,5]triazin-2-yl)-(4-fluoro-3-trifluoromethylphenyl)amine). Isolated yield 27.5%. As a reaction SMILES: C(=O)([O-])[O-].[K+].[K+].[N:7]1[C:14]([Cl:15])=[N:13][C:11](Cl)=[N:10][C:8]=1[Cl:9].[F:16][C:17]([F:27])([F:26])[C:18]1[CH:19]=[C:20]([CH:22]=[CH:23][C:24]=1[F:25])[NH2:21]>C1COCC1.O>[Cl:15][C:14]1[N:7]=[C:8]([Cl:9])[N:10]=[C:11]([NH:21][C:20]2[CH:22]=[CH:23][C:24]([F:25])=[C:18]([C:17]([F:27])([F:16])[F:26])[CH:19]=2)[N:13]=1 |f:0.1.2|. Procedure: Potassium carbonate (2.76 g, 20 mmol) was added to a solution of cyanuric chloride (II) (1.84 g, 10 mmol) in THF (30 mL) and the mixture cooled to 0-5° C. in an ice bath. 3-Trifluoromethyl-4-fluoroaniline (XVI) (1.79 g, 10 mmol) was added dropwise with stirring. The mixture was stirred for 16 h, diluted with water (50 mL) and extracted with ethyl acetate (3×20 mL). The combined organic extract was rinsed with brine (20 mL), dried over magnesium sulfate and concentrated under vacuum. The residue ... Reactants: [H-].[Na+] (sodium hydride), NC1=NC(=NC(=C1NC(OC)=O)N)N1N=C(C2=NC=C(C=C21)F)CC2=C(C=CC=C2)F (Methyl {4,6-diamino-2-[6-fluoro-3-(2-fluorobenzyl)-1H-pyrazolo[4,3-b]pyridin-1-yl]pyrimidin-5-yl}carbamate), ClC(S(=O)(=O)OCC(F)(F)F)(Cl)Cl (2,2,2,-trifluoroethyl trichloromethanesulfonate). The solvent is C(C)(=O)OCC (ethyl acetate), C1CCOC1 (THF). Reaction conditions: temperature 0 celsius, time 30 minute. Yields the product NC1=NC(=NC(=C1N(C(OC)=O)CC(F)(F)F)N)N1N=C(C2=NC=C(C=C21)F)CC2=C(C=CC=C2)F (Methyl {4,6-diamino-2-[6-fluoro-3-(2-fluorobenzyl)-1H-pyrazolo[4,3-b]pyridin-1-yl]pyrimidin-5-yl}(2,2,2-trifluoroethyl)carbamate). Reaction SMILES: [NH2:1][C:2]1[C:7]([NH:8][C:9](=[O:12])[O:10][CH3:11])=[C:6]([NH2:13])[N:5]=[C:4]([N:14]2[C:22]3[C:17](=[N:18][CH:19]=[C:20]([F:23])[CH:21]=3)[C:16]([CH2:24][C:25]3[CH:30]=[CH:29][CH:28]=[CH:27][C:26]=3[F:31])=[N:15]2)[N:3]=1.[H-].[Na+].ClC(Cl)(Cl)S(O[CH2:40][C:41]([F:44])([F:43])[F:42])(=O)=O>C1COCC1.C(OCC)(=O)C>[NH2:1][C:2]1[C:7]([N:8]([CH2:40][C:41]([F:44])([F:43])[F:42])[C:9](=[O:12])[O:10][CH3:11])=[C:6]([NH2:13])[N:5]=[C:4]([N:14]2[C:22]3[C:17](=[N:18][CH:19]=[C:20]([F:23])[CH:21]=3)[C:16]([CH2:24][C:25]3[CH:30]=[CH:29][CH:28]=[CH:27][C:26]=3[F:31])=[N:15]2)[N:3]=1 |f:1.2|. Procedure: Under argon, 142 mg (0.33 mmol) of the compound from example 1 were initially charged in THF (9.5 ml), the mixture was cooled to 0° C. and 13 mg (0.33 mmol) of sodium hydride (60% suspension in mineral oil) were then added. The mixture was stirred at 0° C. for 30 min, and 96 μl (0.67 mmol) of 2,2,2,-trifluoroethyl trichloromethanesulfonate were then added dropwise. The reaction mixture was stirred at RT overnight. The mixture was then diluted with ethyl acetate and the organic phase was washed t...